The task is: describe an organic reaction: reactants, conditions, products, and yield. This data is from the Open Reaction Database (ORD), a public repository of structured organic reaction records. The reactants are C[Mg]Cl (methylmagnesium chloride), C(C1=CC=CC=C1)N1CCC(CC1)(C#N)N1CCNCC1 (1-benzyl-4-piperazin-1-yl-piperidine-4-carbonitrile), [NH4+].[Cl-] (NH4Cl). The solvent is C1CCOC1 (THF). Run at time 3 hour. Yields the product C(C1=CC=CC=C1)N1CCC(CC1)(C)N1CCNCC1 (1-(1-benzyl-4-methyl-piperidin-4-yl)-piperazine). As a reaction SMILES: C[Mg]Cl.[CH2:4]([N:11]1[CH2:16][CH2:15][C:14]([N:19]2[CH2:24][CH2:23][NH:22][CH2:21][CH2:20]2)([C:17]#N)[CH2:13][CH2:12]1)[C:5]1[CH:10]=[CH:9][CH:8]=[CH:7][CH:6]=1.[NH4+].[Cl-]>C1COCC1>[CH2:4]([N:11]1[CH2:16][CH2:15][C:14]([N:19]2[CH2:20][CH2:21][NH:22][CH2:23][CH2:24]2)([CH3:17])[CH2:13][CH2:12]1)[C:5]1[CH:10]=[CH:9][CH:8]=[CH:7][CH:6]=1 |f:2.3|. Procedure details: 15 mL methylmagnesium chloride solution (45 mmol, 3 M in THF) were added at RT to 2.37 g (7.92 mmol) 1-benzyl-4-piperazin-1-yl-piperidine-4-carbonitrile in 100 mL dry THF and the reaction mixture was stirred for 3 h. Saturated NH4Cl solution was added, the mixture was stirred for another 10 min, the aqueous phase was washed with EtOAc, combined with 4 M NaOH solution until an alkaline reaction was obtained, extracted exhaustively with DCM and the combined organic phases were dried over Na2SO4. A... Reactants: CCCCCC, CN(C)C=C1C(=O)Nc2ccccc21, [H-], COc1cccc(I)c1, [Na+], CN(C)C=O. Yields the product COc1cccc(N2C(=O)C(=CN(C)C)c3ccccc32)c1. Reaction SMILES: [CH3:26][CH2:27][CH2:28][CH2:29][CH2:30][CH3:31].[CH3:3][N:4]([CH3:5])[CH:6]=[C:7]1[C:8](=[O:16])[NH:9][c:10]2[cH:11][cH:12][cH:13][cH:14][c:15]21.[H-:1].[I:17][c:18]1[cH:19][c:20]([O:24][CH3:25])[cH:21][cH:22][cH:23]1.[Na+:2].[O:32]=[CH:33][N:34]([CH3:35])[CH3:36]>>[CH3:3][N:4]([CH3:5])[CH:6]=[C:7]1[C:8](=[O:16])[N:9]([c:18]2[cH:19][c:20]([O:24][CH3:25])[cH:21][cH:22][cH:23]2)[c:10]2[cH:11][cH:12][cH:13][cH:14][c:15]21. Starting materials: BrBr (Bromine), C(C)OC=1C(=C(C=O)C=CC1)O (3-ethoxy-2-hydroxybenzaldehyde). Solvent: Br.CC(=O)O (HBr HOAc). Conditions: time 1.5 hour. The product is BrC=1C=C(C(=C(C=O)C1)O)OCC (5-bromo-3-ethoxy-2-hydroxybenzaldehyde). Isolated yield 39.9%. RXN SMILES: [Br:1]Br.[CH2:3]([O:5][C:6]1[C:7]([OH:14])=[C:8]([CH:11]=[CH:12][CH:13]=1)[CH:9]=[O:10])[CH3:4]>Br.CC(O)=O>[Br:1][C:12]1[CH:13]=[C:6]([O:5][CH2:3][CH3:4])[C:7]([OH:14])=[C:8]([CH:11]=1)[CH:9]=[O:10] |f:2.3|. Procedure: Bromine (2.95 g, 15.95 mmol) was added to a stirring solution of 3-ethoxy-2-hydroxybenzaldehyde (5.30 g, 31.9 mmol), which was dissolved in 30% HBr/HOAc The solution was stirred for 1.5 hrs at r.t. The reaction was quenched with H2O and extracted with ethyl acetate. The organic layer was washed with sat. ammonium chloride and dried over anhydrous sodium sulfate. Upon filtration the filtrate was concentrated in vacuo and purified by flash chromatography (silica gel) and eluted with 5% EtOAc/hexan... The reactants are O=Cc1ccc(Br)nc1, Cc1ccccc1, O, OCCO, Cc1ccc(S(=O)(=O)O)cc1. Yields the product Brc1ccc(C2OCCO2)cn1. Reaction SMILES: [Br:1][c:2]1[cH:3][cH:4][c:5]([CH:8]=[O:9])[cH:6][n:7]1.[CH3:25][c:26]1[cH:27][cH:28][cH:29][cH:30][cH:31]1.[OH2:32].[OH:10][CH2:11][CH2:12][OH:13].[c:14]1([CH3:15])[cH:16][cH:17][c:18]([S:19]([OH:20])(=[O:21])=[O:22])[cH:23][cH:24]1>>[Br:1][c:2]1[cH:3][cH:4][c:5]([CH:8]2[O:9][CH2:12][CH2:11][O:10]2)[cH:6][n:7]1. Reactants: C(CCC)[Li] (butyl lithium), BrCCCCCCBr (1,6-dibromohexane), COC1=C(C(=CC=C1)C(C)(C)C)OC (1,2-dimethoxy-3-(1,1-dimethylethyl)benzene). Solvent: CCCCCC (hexane), O1CCCC1 (tetrahydrofuran), O1CCCC1 (tetrahydrofuran). Run at time 3 hour. Product: BrCCCCCCC1=C(C(=C(C=C1)C(C)(C)C)OC)OC (1-(6-bromohexyl)-2,3-dimethoxy-4-(1,1-dimethylethyl)benzene). Isolated yield 15.0%. Reaction SMILES: [CH3:1][O:2][C:3]1[CH:8]=[CH:7][CH:6]=[C:5]([C:9]([CH3:12])([CH3:11])[CH3:10])[C:4]=1[O:13][CH3:14].C([Li])CCC.[Br:20][CH2:21][CH2:22][CH2:23][CH2:24][CH2:25][CH2:26]Br>O1CCCC1.CCCCCC>[Br:20][CH2:21][CH2:22][CH2:23][CH2:24][CH2:25][CH2:26][C:8]1[CH:7]=[CH:6][C:5]([C:9]([CH3:11])([CH3:10])[CH3:12])=[C:4]([O:13][CH3:14])[C:3]=1[O:2][CH3:1]. Procedure: To 27.0 g (0.139 mole) of 1,2-dimethoxy-3-(1,1-dimethylethyl)benzene in 350 mL of anhydrous tetrahydrofuran cooled in an ice-brine bath at -5° was added. 87 mL (0.139 mole) of 1.6M butyl lithium in hexane over 30 minutes. The reaction mixture was stirred at -5° for 3 hours and then at reflux for 1 hour. After cooling in an ice bath, 21.5 mL (0.139 mole) of 1,6-dibromohexane in 75 mL of tetrahydrofuran was added dropwise. The reaction mixture was then stirred at reflux for 17 hours. The solvent w... The reactants are CCO, O=C(CCl)c1ccc2c(c1)OCCO2, [Na+], [OH-], O, O=C1CSC(=S)N1. The product is O=C1CSC(SCC(=O)c2ccc3c(c2)OCCO3)=N1. RXN SMILES: [CH3:24][CH2:25][OH:26].[Cl:10][CH2:11][C:12](=[O:13])[c:14]1[cH:15][c:16]2[c:17]([cH:22][cH:23]1)[O:18][CH2:19][CH2:20][O:21]2.[Na+:9].[OH-:8].[OH2:27].[S:1]1[C:2](=[S:3])[NH:4][C:5](=[O:6])[CH2:7]1>>[S:1]1[C:2]([S:3][CH2:11][C:12](=[O:13])[c:14]2[cH:15][c:16]3[c:17]([cH:22][cH:23]2)[O:18][CH2:19][CH2:20][O:21]3)=[N:4][C:5](=[O:6])[CH2:7]1. The reactants are ClC=1C=NC=C(C1CC(=O)C1=C(C(=C(C=C1)OC)OC)OCCC1=CC=CC=C1)Cl (2-(3,5-Dichloro-pyridin-4-yl)-1-(3,4-dimethoxy-2-phenethyloxy-phenyl)-ethanone), N1CCCCC1 (piperidine). The solvent is O (water). Conditions: temperature 90 celsius. Product: ClC=1C=NC=C(C1CC(=O)C1=C(C(=C(C=C1)O)OC)OCCC1=CC=CC=C1)Cl (2-(3,5-dichloro-pyridin-4-yl)-1-(4-hydroxy-3-methoxy-2-phenethyloxy-phenyl)-ethanone). Reaction SMILES: [Cl:1][C:2]1[CH:3]=[N:4][CH:5]=[C:6]([Cl:30])[C:7]=1[CH2:8][C:9]([C:11]1[CH:16]=[CH:15][C:14]([O:17]C)=[C:13]([O:19][CH3:20])[C:12]=1[O:21][CH2:22][CH2:23][C:24]1[CH:29]=[CH:28][CH:27]=[CH:26][CH:25]=1)=[O:10].N1CCCCC1>O>[Cl:30][C:6]1[CH:5]=[N:4][CH:3]=[C:2]([Cl:1])[C:7]=1[CH2:8][C:9]([C:11]1[CH:16]=[CH:15][C:14]([OH:17])=[C:13]([O:19][CH3:20])[C:12]=1[O:21][CH2:22][CH2:23][C:24]1[CH:25]=[CH:26][CH:27]=[CH:28][CH:29]=1)=[O:10]. Procedure details: 2-(3,5-Dichloro-pyridin-4-yl)-1-(3,4-dimethoxy-2-phenethyloxy-phenyl)-ethanone obtained from example 112 (89.3 mg, 0.1 mmol) was treated with piperidine (0.8 mL) and water (0.32 mL). The yellow suspension was heated to 90° C. for 54 hours. The solvent was evaporated in vacuo. The crude mixture was treated with NH4Cl (sat., 1 mL) and the organic products were extracted with EtOAc (3×2 mL). The combined organic phases was dried over Na2SO4 and evaporated in vacuo. Purification by flash chromatogra... Procedure: A suspension of 5.2 g. of phthalic anhydride in 75 ml. of chloroform is stirred and treated with 5.7 g. of 2-(1-methylhydrazino)benzoxazole. A clear yellow solution results and the temperature drops several degrees, then rises to 33+ C. After about 15 min. precipitation of a solid begins. An additional 200 ml. of chloroform is added and the mixture is stirred overnight. The solid is filtered, washed with chloroform and dried to give 8.6 g. of product, m.p. 140°-142°. Reaction conditions: time 8 hour. RXN SMILES: [C:1]1(=[O:11])[O:6][C:4](=[O:5])[C:3]2=[CH:7][CH:8]=[CH:9][CH:10]=[C:2]12.[CH3:12][N:13]([C:15]1[O:16][C:17]2[CH:23]=[CH:22][CH:21]=[CH:20][C:18]=2[N:19]=1)[NH2:14]>C(Cl)(Cl)Cl>[C:4]([C:3]1[CH:7]=[CH:8][CH:9]=[CH:10][C:2]=1[C:1]([NH:14][N:13]([C:15]1[O:16][C:17]2[CH:23]=[CH:22][CH:21]=[CH:20][C:18]=2[N:19]=1)[CH3:12])=[O:11])([OH:6])=[O:5]. Product: C(=O)(O)C1=C(C(=O)NN(C)C=2OC3=C(N2)C=CC=C3)C=CC=C1 (1-(2-Carboxybenzoyl)-2-(benzoxazol-2-yl)-2-methylhydrazine). Run in C(Cl)(Cl)Cl (chloroform). Starting materials: C1(C=2C(C(=O)O1)=CC=CC2)=O (phthalic anhydride), CN(N)C=1OC2=C(N1)C=CC=C2 (2-(1-methylhydrazino)benzoxazole). The reactants are CCOC(C)=O, [H][H], CC(C)(C)OC(=O)NCCCCNc1c([N+](=O)[O-])cnc2cccnc12. Product: CC(C)(C)OC(=O)NCCCCNc1c(N)cnc2cccnc12. Reaction SMILES: [CH3:29][CH2:30][O:31][C:32](=[O:33])[CH3:34].[H:27][H:28].[N+:1]([O-:2])(=[O:3])[c:4]1[cH:5][n:6][c:7]2[cH:8][cH:9][cH:10][n:11][c:12]2[c:13]1[NH:14][CH2:15][CH2:16][CH2:17][CH2:18][NH:19][C:20]([O:21][C:22]([CH3:23])([CH3:24])[CH3:25])=[O:26]>>[NH2:1][c:4]1[cH:5][n:6][c:7]2[cH:8][cH:9][cH:10][n:11][c:12]2[c:13]1[NH:14][CH2:15][CH2:16][CH2:17][CH2:18][NH:19][C:20]([O:21][C:22]([CH3:23])([CH3:24])[CH3:25])=[O:26].